This data is from the Open Reaction Database (ORD), a public repository of structured organic reaction records. The task is: describe an organic reaction: reactants, conditions, products, and yield Reactants: OC1=CC=NN1C1=NC=CC(=C1)C#N (2-(5-hydroxy-1H-pyrazol-1-yl)pyridine-4-carbonitrile), ClC1=CC(=C(C=C1)CO)CCC1=CC=C(C=C1)F ([4-chloro-2-[2-(4-fluorophenyl)ethyl]phenyl]methanol). Product: ClC1=CC(=C(C=C1)COC1=CC=NN1C1=NC=CC(=C1)C#N)CCC1=CC=C(C=C1)F (2-[5-[[4-chloro-2-[2-(4-fluorophenyl)ethyl]phenyl]methoxy]pyrazol-1-yl]pyridine-4-carbonitrile). RXN SMILES: [OH:1][C:2]1[N:6]([C:7]2[CH:12]=[C:11]([C:13]#[N:14])[CH:10]=[CH:9][N:8]=2)[N:5]=[CH:4][CH:3]=1.[Cl:15][C:16]1[CH:21]=[CH:20][C:19]([CH2:22]O)=[C:18]([CH2:24][CH2:25][C:26]2[CH:31]=[CH:30][C:29]([F:32])=[CH:28][CH:27]=2)[CH:17]=1>>[Cl:15][C:16]1[CH:21]=[CH:20][C:19]([CH2:22][O:1][C:2]2[N:6]([C:7]3[CH:12]=[C:11]([C:13]#[N:14])[CH:10]=[CH:9][N:8]=3)[N:5]=[CH:4][CH:3]=2)=[C:18]([CH2:24][CH2:25][C:26]2[CH:27]=[CH:28][C:29]([F:32])=[CH:30][CH:31]=2)[CH:17]=1. Procedure: The title compound was prepared from 2-(5-hydroxy-1H-pyrazol-1-yl)pyridine-4-carbonitrile and [4-chloro-2-[2-(4-fluorophenyl)ethyl]phenyl]methanol according to the procedure for the preparation of Example 39, part C. 1H NMR (400 MHz, CDCl3): δ 2.86-2.95 (4H, m), 5.03 (2H, s), 5.70 (1H, d, J=2.0 Hz), 6.91-7.01 (4H, m), 7.21-7.24 (2H, m), 7.33-7.36 (2H, m), 7.58 (1H, d, J=1.6 Hz), 7.96 (1H, s), 8.57 (1H, dd, J=0.8 Hz, 5.2 Hz). [M+H] Calc'd for C24H18ClFN4O, 433. Found, 433. Reactants: COC(=O)C(Oc1nc(OC)cc(OC)n1)C(C)(C)F, CO, [K+], [OH-], O. Product: COc1cc(OC)nc(OC(C(=O)O)C(C)(C)F)n1. RXN SMILES: [CH3:1][O:2][c:3]1[n:4][c:5]([O:11][CH:12]([C:13](=[O:14])[O:15][CH3:16])[C:17]([CH3:18])([CH3:19])[F:20])[n:6][c:7]([O:9][CH3:10])[cH:8]1.[CH3:24][OH:25].[K+:22].[OH-:21].[OH2:23]>>[CH3:1][O:2][c:3]1[n:4][c:5]([O:11][CH:12]([C:13](=[O:14])[OH:15])[C:17]([CH3:18])([CH3:19])[F:20])[n:6][c:7]([O:9][CH3:10])[cH:8]1. Reactants: [Br-], Oc1ccc2cc(Br)ccc2c1Cl, O=C([O-])[O-], C1CCOC1, CCCC[N+](CCCC)(CCCC)CCCC, Cl, [K+], [K+], CC(=O)[O-], CC(=O)[O-], O, [Pd+2], OB(O)c1cc2ccccc2s1. Product: Oc1ccc2cc(-c3cc4ccccc4s3)ccc2c1Cl. Reaction SMILES: [Br-:33].[Br:1][c:2]1[cH:3][c:4]2[cH:5][cH:6][c:7]([OH:13])[c:8]([Cl:12])[c:9]2[cH:10][cH:11]1.[C:26](=[O:27])([O-:28])[O-:29].[CH2:52]1[O:53][CH2:54][CH2:55][CH2:56]1.[CH3:34][CH2:35][CH2:36][CH2:37][N+:38]([CH2:39][CH2:40][CH2:41][CH3:42])([CH2:43][CH2:44][CH2:45][CH3:46])[CH2:47][CH2:48][CH2:49][CH3:50].[ClH:32].[K+:30].[K+:31].[O-:58][C:59]([CH3:60])=[O:61].[O-:62][C:63]([CH3:64])=[O:65].[OH2:51].[Pd+2:57].[s:14]1[c:15]([B:23]([OH:24])[OH:25])[cH:16][c:17]2[c:18]1[cH:19][cH:20][cH:21][cH:22]2>>[c:2]1(-[c:15]2[s:14][c:18]3[c:17]([cH:16]2)[cH:22][cH:21][cH:20][cH:19]3)[cH:3][c:4]2[cH:5][cH:6][c:7]([OH:13])[c:8]([Cl:12])[c:9]2[cH:10][cH:11]1.